This data is from the Open Reaction Database (ORD), a public repository of structured organic reaction records. The task is: describe an organic reaction: reactants, conditions, products, and yield Reactants: C[N+](C)(C)Cc1ccccc1, COCCOC, [Cl-], O=c1ccc2cc(Cl)ccc2[nH]1, O=P(Cl)(Cl)Cl. As a reaction SMILES: [CH2:19]([N+:20]([CH3:21])([CH3:22])[CH3:23])[c:24]1[cH:25][cH:26][cH:27][cH:28][cH:29]1.[CH3:30][O:31][CH2:32][CH2:33][O:34][CH3:35].[Cl-:18].[Cl:6][c:7]1[cH:8][c:9]2[cH:10][cH:11][c:12](=[O:17])[nH:13][c:14]2[cH:15][cH:16]1.[P:1]([Cl:2])([Cl:3])([Cl:4])=[O:5]>>[Cl:3][c:12]1[cH:11][cH:10][c:9]2[cH:8][c:7]([Cl:6])[cH:16][cH:15][c:14]2[n:13]1. The product is Clc1ccc2nc(Cl)ccc2c1. Reactants: C(C)(C)[Si](C(C)C)(C(C)C)Cl (Triisopropylsilylchloride), NC1=CC(=NN1C=1C=C(C=CC1)O)C(C)(C)C (3-(5-amino-3-tert-butyl-pyrazol-1-yl)-phenol), N1C=NC=C1 (imidazole). The solvent is CN(C)C=O (DMF). The product is C(C)(C)(C)C=1C=C(N(N1)C1=CC(=CC=C1)O[Si](C(C)C)(C(C)C)C(C)C)N (5-tert-Butyl-2-(3-triisopropylsilanyloxy-phenyl)-2H-pyrazol-3-ylamine). Yield: 99.7%. As a reaction SMILES: [CH:1]([Si:4](Cl)([CH:8]([CH3:10])[CH3:9])[CH:5]([CH3:7])[CH3:6])([CH3:3])[CH3:2].[NH2:12][C:13]1[N:17]([C:18]2[CH:19]=[C:20]([OH:24])[CH:21]=[CH:22][CH:23]=2)[N:16]=[C:15]([C:25]([CH3:28])([CH3:27])[CH3:26])[CH:14]=1.N1C=CN=C1>CN(C=O)C>[C:25]([C:15]1[CH:14]=[C:13]([NH2:12])[N:17]([C:18]2[CH:23]=[CH:22][CH:21]=[C:20]([O:24][Si:4]([CH:8]([CH3:10])[CH3:9])([CH:5]([CH3:7])[CH3:6])[CH:1]([CH3:3])[CH3:2])[CH:19]=2)[N:16]=1)([CH3:28])([CH3:26])[CH3:27]. Reported procedure: Triisopropylsilylchloride (1.02 mL, 3.96 mmol) was added to a solution of 3-(5-amino-3-tert-butyl-pyrazol-1-yl)-phenol (915 mg, 3.96 mmol) and imidazole (646 mg, 9.50 mmol) in DMF (15 mL) at 0° C. The reaction was stirred at RT over the weekend then partitioned between EtOAc and water. The aqueous layer was then extracted with EtOAc (3×). The combined organic layers were washed with brine, dried (MgSO4), filtered and evaporated in vacuo. The residue was purified by FCC, using 0-40% EtOAc in cycl... Reactants: C/C/1=C(/C(=O)OC1=O)\C (dimethylmaleic anhydride), FC1=C(N)C=CC(=C1)Cl (2-fluoro-4-chloroaniline), O (water). Reagents/catalysts: CN(C1=CC=NC=C1)C (4-dimethylaminopyridine). Run in CC=1C=CC=CC1C (o-xylene). Product: FC1=C(C=CC(=C1)Cl)N1C(C(=C(C1=O)C)C)=O (N-(2-fluoro-4-chlorophenyl)-2,3-dimethylmaleic acid imide). Reaction SMILES: [CH3:1][C:2]1=[C:3]([CH3:9])[C:4]([O:6][C:7]1=O)=[O:5].[F:10][C:11]1[CH:17]=[C:16]([Cl:18])[CH:15]=[CH:14][C:12]=1[NH2:13].O>CN(C)C1C=CN=CC=1.CC1C=CC=CC=1C>[F:10][C:11]1[CH:17]=[C:16]([Cl:18])[CH:15]=[CH:14][C:12]=1[N:13]1[C:7](=[O:6])[C:2]([CH3:1])=[C:3]([CH3:9])[C:4]1=[O:5]. Procedure: A mixture of 126 g (1.0 mol) of dimethylmaleic anhydride, 145.5 g (1.0 mol) of 2-fluoro-4-chloroaniline and 2 g of 4-dimethylaminopyridine is heated under reflux in 800 ml of o-xylene for 16 hours using a water separator. The whole is then evaporated to dryness in vacuo and the residue is dissolved in a 1:1 mixture of ethyl acetate:ether and washed with each of 1N hydrochloric acid, 1N sodium hydroxide solution and water. Afer drying over sodium sulphate and evaporating off the solvent, the resi... Reactants: CON1CCN(CC1)C1=CC=CC=C1 (p-methoxyphenylpiperazine), BrC1=C(C=CC=C1)CCO (2-(o-bromophenyl)-1-ethanol), BrC1=C2CCOC(C2=CC=C1)CC(=O)O (2-(5-bromoisochroman-1-yl)acetic acid), COC1=CC=C(C=C1)N1CCN(CC1)C(CC1OCCC2=C(C=CC=C12)Br)=O (1-(4-methoxyphenyl)-4-[2-(5-bromoisochroman-1-yl)]acetyl piperazine), BrC1=C2CCOC(C2=CC=C1)CC(=O)OCC (ethyl 2-(5-bromoisochroman-1-yl)acetate), BrC1=C2CCOC(C2=CC=C1)CC(=O)OCC (ethyl 2-(5-bromoisochroman-1-yl)acetate), amide. Yields the product COC1=CC=C(C=C1)N1CCN(CC1)CCC1OCCC2=C(C=CC=C12)Br (1-(4-Methoxyphenyl)-4-[2-(5-bromoisochroman-1-yl)-ethyl]piperazine). Reaction SMILES: BrC1C=CC=CC=1CCO.BrC1C=CC=C2C=1CCOC2CC(OCC)=O.BrC1C=CC=C2C=1CCOC2CC(O)=O.CON1CCN(C2C=CC=CC=2)CC1.[CH3:57][O:58][C:59]1[CH:64]=[CH:63][C:62]([N:65]2[CH2:70][CH2:69][N:68]([C:71](=O)[CH2:72][CH:73]3[C:82]4[C:77](=[C:78]([Br:83])[CH:79]=[CH:80][CH:81]=4)[CH2:76][CH2:75][O:74]3)[CH2:67][CH2:66]2)=[CH:61][CH:60]=1>>[CH3:57][O:58][C:59]1[CH:60]=[CH:61][C:62]([N:65]2[CH2:70][CH2:69][N:68]([CH2:71][CH2:72][CH:73]3[C:82]4[C:77](=[C:78]([Br:83])[CH:79]=[CH:80][CH:81]=4)[CH2:76][CH2:75][O:74]3)[CH2:67][CH2:66]2)=[CH:63][CH:64]=1. Procedure: Following the general procedure of EXAMPLE 45 (step 1) and making non-critical variations 2-(o-bromophenyl)-1-ethanol (XLIX, 3.3 g) is converted to ethyl 2-(5-bromoisochroman-1-yl)acetate (LXXI). Following the general procedure of EXAMPLE 45 (Step 2) and making non-critical variations ethyl 2-(5-bromoisochroman-1-yl)acetate (LXXI, 1.0 g) is hydrolyzed to the corresponding acid, 2-(5-bromoisochroman-1-yl)acetic acid (LXXII). The acid (LXXII, 740 mg) is coupled with p-methoxyphenylpiperazine (V) a... The reactants are CCC(NS(=O)C(C)(C)C)c1ccnc(C(N)=O)c1, CO, Cl, C1COCCO1. Yields the product CCC(N)c1ccnc(C(N)=O)c1. RXN SMILES: [CH3:1][C:2]([S:3](=[O:4])[NH:7][CH:8]([CH2:9][CH3:10])[c:11]1[cH:12][c:13]([C:17](=[O:18])[NH2:19])[n:14][cH:15][cH:16]1)([CH3:5])[CH3:6].[CH3:21][OH:22].[ClH:20].[O:23]1[CH2:24][CH2:25][O:26][CH2:27][CH2:28]1>>[NH2:7][CH:8]([CH2:9][CH3:10])[c:11]1[cH:12][c:13]([C:17](=[O:18])[NH2:19])[n:14][cH:15][cH:16]1.